Dataset: the Open Reaction Database (ORD), a public repository of structured organic reaction records. Task: describe an organic reaction: reactants, conditions, products, and yield Starting materials: COC(=O)C(CC(C)C)NC(=O)C(Cc1c[nH]c2ccccc12)NC(=O)C(Cc1ccc(O)cc1)NC(=O)C(CO)NC(=O)OCc1ccccc1, CO, [H][H]. Product: COC(=O)C(CC(C)C)NC(=O)C(Cc1c[nH]c2ccccc12)NC(=O)C(Cc1ccc(O)cc1)NC(=O)C(N)CO. RXN SMILES: [CH3:1][O:2][C:3]([CH:4]([NH:5][C:6]([CH:7]([NH:8][C:9]([CH:10]([NH:11][C:12]([CH:13]([NH:14][C:15]([O:16][CH2:17][c:18]1[cH:19][cH:20][cH:21][cH:22][cH:23]1)=[O:24])[CH2:25][OH:26])=[O:27])[CH2:28][c:29]1[cH:30][cH:31][c:32]([OH:35])[cH:33][cH:34]1)=[O:36])[CH2:37][c:38]1[cH:39][nH:40][c:41]2[cH:42][cH:43][cH:44][cH:45][c:46]12)=[O:47])[CH2:48][CH:49]([CH3:50])[CH3:51])=[O:52].[CH3:55][OH:56].[H:53][H:54]>>[CH3:1][O:2][C:3]([CH:4]([NH:5][C:6]([CH:7]([NH:8][C:9]([CH:10]([NH:11][C:12]([CH:13]([NH2:14])[CH2:25][OH:26])=[O:27])[CH2:28][c:29]1[cH:30][cH:31][c:32]([OH:35])[cH:33][cH:34]1)=[O:36])[CH2:37][c:38]1[cH:39][nH:40][c:41]2[cH:42][cH:43][cH:44][cH:45][c:46]12)=[O:47])[CH2:48][CH:49]([CH3:50])[CH3:51])=[O:52]. Starting materials: C(C)(C)(C)OC(N[C@@H](C)C1=NC2=C(N1[C@@H]1C[C@@H](C1)OC)C=C(C=C2)F)=O ({(S)-1-[6-fluoro-1-(cis-3-methoxycyclobutyl)1Hbenzoimidazol-2-yl]ethyl}carbamic acid tert-butyl ester), C(=O)(C(F)(F)F)O (TFA). Run in C(Cl)Cl (DCM). Reaction conditions: time 1.5 hour. The product is FC=1C=CC2=C(N(C(=N2)[C@H](C)N)[C@@H]2C[C@@H](C2)OC)C1 ((S)-1-[6-Fluoro-1-(cis-3-methoxycyclobutyl)-1Hbenzoimidazol-2-yl]ethylamine). Reaction SMILES: C(OC(=O)[NH:7][C@H:8]([C:10]1[N:14]([C@H:15]2[CH2:18][C@@H:17]([O:19][CH3:20])[CH2:16]2)[C:13]2[CH:21]=[C:22]([F:25])[CH:23]=[CH:24][C:12]=2[N:11]=1)[CH3:9])(C)(C)C.C(O)(C(F)(F)F)=O>C(Cl)Cl>[F:25][C:22]1[CH:23]=[CH:24][C:12]2[N:11]=[C:10]([C@@H:8]([NH2:7])[CH3:9])[N:14]([C@H:15]3[CH2:18][C@@H:17]([O:19][CH3:20])[CH2:16]3)[C:13]=2[CH:21]=1. Procedure: To a solution of {(S)-1-[6-fluoro-1-(cis-3-methoxycyclobutyl)1Hbenzoimidazol-2-yl]ethyl}carbamic acid tert-butyl ester (0.22 g, 0.61 mmol) in DCM (5 mL) was added TFA (3 mL) and the mixture was stirred at RT for 1.5 h. The volatiles were removed in vacuo and the resulting residue loaded onto an Isolute® SCX-2 cartridge. The cartridge was washed with MeOH followed by 2M NH3/MeOH. The basic fractions were combined and concentrated in vacuo. The crude material was used in the following step without... As a reaction SMILES: [Si:1]([O:8][C@@H:9]1[C@H:13]([CH2:14][CH3:15])[NH:12][C:11](=[O:16])[CH2:10]1)([C:4]([CH3:7])([CH3:6])[CH3:5])([CH3:3])[CH3:2].Br[C:18]1[CH:25]=[CH:24][C:21]([C:22]#[N:23])=[C:20]([Cl:26])[CH:19]=1.C(=O)([O-])[O-].[Cs+].[Cs+].C1(P(C2C=CC=CC=2)C2C3OC4C(=CC=CC=4P(C4C=CC=CC=4)C4C=CC=CC=4)C(C)(C)C=3C=CC=2)C=CC=CC=1>C1C=CC(/C=C/C(/C=C/C2C=CC=CC=2)=O)=CC=1.C1C=CC(/C=C/C(/C=C/C2C=CC=CC=2)=O)=CC=1.C1C=CC(/C=C/C(/C=C/C2C=CC=CC=2)=O)=CC=1.[Pd].[Pd]>[Si:1]([O:8][C@H:9]1[CH2:10][C:11](=[O:16])[N:12]([C:18]2[CH:25]=[CH:24][C:21]([C:22]#[N:23])=[C:20]([Cl:26])[CH:19]=2)[C@H:13]1[CH2:14][CH3:15])([C:4]([CH3:7])([CH3:6])[CH3:5])([CH3:3])[CH3:2] |f:2.3.4,6.7.8.9.10|. Starting materials: C([O-])([O-])=O.[Cs+].[Cs+] (cesium carbonate), C1(=CC=CC=C1)P(C1=CC=CC=2C(C3=CC=CC(=C3OC12)P(C1=CC=CC=C1)C1=CC=CC=C1)(C)C)C1=CC=CC=C1 (4,5-bis(diphenylphosphino)-9,9-dimethylxanthene), [Si](C)(C)(C(C)(C)C)O[C@H]1CC(N[C@H]1CC)=O ((4S,5S)-4-(tert-butyldimethylsilyloxy)-5-ethylpyrrolidin-2-one), BrC1=CC(=C(C#N)C=C1)Cl (4-bromo-2-chlorobenzonitrile). Procedure details: Using (4S,5S)-4-(tert-butyldimethylsilyloxy)-5-ethylpyrrolidin-2-one (470 mg), 4-bromo-2-chlorobenzonitrile (477 mg), cesium carbonate (944 mg), tris(dibenzylideneacetone)dipalladium(0) (88.5 mg) and 4,5-bis(diphenylphosphino)-9,9-dimethylxanthene (224 mg), and in the same manner as in Reference Example 3, the title compound was obtained as a colorless solid (yield: 550 mg, 75%). The yield is 75.0%. The reagents and catalysts are C=1C=CC(=CC1)/C=C/C(=O)/C=C/C2=CC=CC=C2.C=1C=CC(=CC1)/C=C/C(=O)/C=C/C2=CC=CC=C2.C=1C=CC(=CC1)/C=C/C(=O)/C=C/C2=CC=CC=C2.[Pd].[Pd] (tris(dibenzylideneacetone)dipalladium(0)). The product is [Si](C)(C)(C(C)(C)C)O[C@@H]1[C@@H](N(C(C1)=O)C1=CC(=C(C#N)C=C1)Cl)CC (4-[(2S,3S)-3-(tert-butyldimethylsilyloxy)-2-ethyl-5-oxopyrrolidin-1-yl]-2-chlorobenzonitrile), solid. The reactants are C(C)N1N=CC(=C1)C=1N=C2N(N=CC(=C2N[C@@H]2CNC[C@@H]2C)C(=O)N)C1 (2-(1-ethyl-1H-pyrazol-4-yl)-8-(((3S,4S)-4-methylpyrrolidin-3-yl)amino)imidazo[1,2-b]pyridazine-7-carboxamide), C(=O)(C(F)(F)F)O (TFA), BrC1=NC=C(C#N)C=C1 (6-bromonicotinonitrile), CCN(C(C)C)C(C)C (Hunig's Base). Solvent: CN(C)C=O (DMF). Product: C(#N)C=1C=CC(=NC1)N1C[C@H]([C@H](C1)C)NC=1C=2N(N=CC1C(=O)N)C=C(N2)C=2C=NN(C2)CC (8-(((3S,4S)-1-(5-Cyanopyridin-2-yl)-4-methylpyrrolidin-3-yl)amino)-2-(1-ethyl-1H-pyrazol-4-yl)imidazo[1,2-b]pyridazine-7-carboxamide). The yield is 63.8%. As a reaction SMILES: [CH2:1]([N:3]1[CH:7]=[C:6]([C:8]2[N:9]=[C:10]3[C:15]([NH:16][C@H:17]4[C@@H:21]([CH3:22])[CH2:20][NH:19][CH2:18]4)=[C:14]([C:23]([NH2:25])=[O:24])[CH:13]=[N:12][N:11]3[CH:26]=2)[CH:5]=[N:4]1)[CH3:2].C(O)(C(F)(F)F)=O.Br[C:35]1[CH:42]=[CH:41][C:38]([C:39]#[N:40])=[CH:37][N:36]=1.CCN(C(C)C)C(C)C>CN(C=O)C>[C:39]([C:38]1[CH:41]=[CH:42][C:35]([N:19]2[CH2:20][C@H:21]([CH3:22])[C@H:17]([NH:16][C:15]3[C:10]4[N:11]([CH:26]=[C:8]([C:6]5[CH:5]=[N:4][N:3]([CH2:1][CH3:2])[CH:7]=5)[N:9]=4)[N:12]=[CH:13][C:14]=3[C:23]([NH2:25])=[O:24])[CH2:18]2)=[N:36][CH:37]=1)#[N:40]. Procedure: A solution of 2-(1-ethyl-1H-pyrazol-4-yl)-8-(((3S,4S)-4-methylpyrrolidin-3-yl)amino)imidazo[1,2-b]pyridazine-7-carboxamide, 2 TFA (0.020 g, 0.034 mmol), 6-bromonicotinonitrile (0.013 g, 0.069 mmol) and Hunig's Base (0.030 ml, 0.172 mmol) in DMF (0.3 ml) in a reaction vial was stirred at 100° C. for 5 h. The crude material was purified via preparative LC/MS (Method A). Fractions containing the desired product were combined and dried via centrifugal evaporation to afford the title compound of Exam... Reactants: [H][H] (hydrogen), benzyl, C(C1=CC=CC=C1)OC(C1=CC=C(C=C1)C(=O)O[C@@H](CCCCCC)C)=O (4-((R)-1-methylheptyloxycarbonyl)benzoic acid benzyl ester). The reagents and catalysts are [Pd] (palladium/carbon). Solvent: O1CCCC1 (tetrahydrofuran). The product is C[C@H](CCCCCC)OC(=O)C1=CC=C(C(=O)O)C=C1 (4-((R)-1-methylheptyloxycarbonyl)benzoic acid). The yield is 99.6%. As a reaction SMILES: C([O:8][C:9](=[O:27])[C:10]1[CH:15]=[CH:14][C:13]([C:16]([O:18][C@H:19]([CH3:26])[CH2:20][CH2:21][CH2:22][CH2:23][CH2:24][CH3:25])=[O:17])=[CH:12][CH:11]=1)C1C=CC=CC=1.[H][H]>[Pd].O1CCCC1>[CH3:26][C@@H:19]([O:18][C:16]([C:13]1[CH:12]=[CH:11][C:10]([C:9]([OH:27])=[O:8])=[CH:15][CH:14]=1)=[O:17])[CH2:20][CH2:21][CH2:22][CH2:23][CH2:24][CH3:25]. Procedure: Then, 0.12 g of 5% palladium/carbon and 30 ml of a tetrahydrofuran solution containing 1.21 g of 4-((R)-1-methylheptyloxycarbonyl)benzoic acid benzyl ester were stirred overnight at room temperature in a stream of hydrogen to decompose a benzyl protective group by hydrogenation. 5% palladium/carbon was removed using Celite as a filter aid, and the filtrate was concentrated. The concentrate obtained was purified by column chromatography to obtain 0.91 g of 4-((R)-1-methylheptyloxycarbonyl)benzoic... Starting materials: [N+](=O)([O-])C=1C=C(N)C=CC1 (3-nitroaniline), [N+](=O)([O-])C1=CC=C(C(=O)O)C=C1 (4-nitrobenzoic acid). The product is [N+](=O)([O-])C1=CC=C(C(=O)NC2=CC(=CC=C2)[N+](=O)[O-])C=C1 (4-Nitro-N-(3-nitrophenyl)benzamide). The yield is 83.1%. As a reaction SMILES: [N+:1]([C:4]1[CH:5]=[C:6]([CH:8]=[CH:9][CH:10]=1)[NH2:7])([O-:3])=[O:2].[N+:11]([C:14]1[CH:22]=[CH:21][C:17]([C:18](O)=[O:19])=[CH:16][CH:15]=1)([O-:13])=[O:12]>>[N+:11]([C:14]1[CH:15]=[CH:16][C:17]([C:18]([NH:7][C:6]2[CH:8]=[CH:9][CH:10]=[C:4]([N+:1]([O-:3])=[O:2])[CH:5]=2)=[O:19])=[CH:21][CH:22]=1)([O-:13])=[O:12]. Procedure: Using 3-nitroaniline (2.76 g, 16.5 mmol) and 4-nitrobenzoic acid (2.51 g, 15.0 mmol), the procedure of Reference Example 16 was repeated to obtain 3.58 g (83.2%) of the title compound in the form of light yellow crystals. The reactants are FC1=CC=C(C=C1)CCN1CCC(CC1)C(C1=C(C(=CC=C1)O[Si](C(C)C)(C(C)C)C(C)C)OC)OC(C(C1=CC=CC=C1)OC)=O (methoxy-phenyl-acetic acid {1-[2-(4-fluoro-phenyl)-ethyl]-piperidin-4-yl}-(2-methoxy-3-triisopropylsilanyloxy-phenyl)-methyl ester), [F-].[F-].[F-].[F-].[NH4+].[NH4+].[NH4+].[NH4+] (ammonium tetrafluoride), Example 1C, solution. The product is FC1=CC=C(C=C1)CCN1CCC(CC1)C(C1=C(C(=CC=C1)O)OC)OC([C@H](C1=CC=CC=C1)OC)=O ((S)-Methoxy-2-phenyl-acetic acid {1-[2-(4-fluoro-phenyl)-ethyl]-piperidin4-yl}-(3-hydroxy-2-methoxy-phenyl)-methyl ester). As a reaction SMILES: [F:1][C:2]1[CH:7]=[CH:6][C:5]([CH2:8][CH2:9][N:10]2[CH2:15][CH2:14][CH:13]([CH:16]([O:36][C:37](=[O:47])[CH:38]([O:45][CH3:46])[C:39]3[CH:44]=[CH:43][CH:42]=[CH:41][CH:40]=3)[C:17]3[CH:22]=[CH:21][CH:20]=[C:19]([O:23][Si](C(C)C)(C(C)C)C(C)C)[C:18]=3[O:34][CH3:35])[CH2:12][CH2:11]2)=[CH:4][CH:3]=1.[F-].[F-].[F-].[F-].[NH4+].[NH4+].[NH4+].[NH4+]>>[F:1][C:2]1[CH:7]=[CH:6][C:5]([CH2:8][CH2:9][N:10]2[CH2:15][CH2:14][CH:13]([CH:16]([O:36][C:37](=[O:47])[C@@H:38]([O:45][CH3:46])[C:39]3[CH:40]=[CH:41][CH:42]=[CH:43][CH:44]=3)[C:17]3[CH:22]=[CH:21][CH:20]=[C:19]([OH:23])[C:18]=3[O:34][CH3:35])[CH2:12][CH2:11]2)=[CH:4][CH:3]=1 |f:1.2.3.4.5.6.7.8|. Procedure: Add to methoxy-phenyl-acetic acid {1-[2-(4-fluoro-phenyl)-ethyl]-piperidin-4-yl}-(2-methoxy-3-triisopropylsilanyloxy-phenyl)-methyl ester, Example 1C (207 g, 0.3111 mol) a 0.5M solution of methanolic ammonium tetrafluoride (1.2 L, 0.6 mol) and reflux for 17.5 h. Concentrate and obtain 198 g of the title compound. The reactants are CC(=O)Oc1ccc(O)cc1C(C)(C)C, C1N2CN3CN1CN(C2)C3, O, O=C(O)C(F)(F)F. The product is CC(=O)Oc1cc(C=O)c(O)cc1C(C)(C)C. Reaction SMILES: [C:1]([CH3:2])(=[O:3])[O:4][c:5]1[c:6]([C:12]([CH3:13])([CH3:14])[CH3:15])[cH:7][c:8]([OH:11])[cH:9][cH:10]1.[CH2:16]1[N:17]2[CH2:18][N:19]3[CH2:20][N:21]([CH2:22]2)[CH2:23][N:24]1[CH2:25]3.[OH2:26].[OH:27][C:28]([C:29]([F:30])([F:31])[F:32])=[O:33]>>[C:1]([CH3:2])(=[O:3])[O:4][c:5]1[c:6]([C:12]([CH3:13])([CH3:14])[CH3:15])[cH:7][c:8]([OH:11])[c:9]([CH:28]=[O:27])[cH:10]1. Starting materials: CC(c1cccc2ccccc12)N(CC1CCNCC1c1ccccc1)C(=O)OC(C)(C)C, COC(=O)c1ccc(C(=O)O)cc1, CN(C)C=O, On1nnc2ccccc21. Product: COC(=O)c1ccc(C(=O)N2CCC(CN(C(=O)OC(C)(C)C)C(C)c3cccc4ccccc34)C(c3ccccc3)C2)cc1. Reaction SMILES: [C:1]([CH3:2])([CH3:3])([CH3:4])[O:5][C:6]([N:7]([CH2:8][CH:9]1[CH:10]([c:15]2[cH:16][cH:17][cH:18][cH:19][cH:20]2)[CH2:11][NH:12][CH2:13][CH2:14]1)[CH:21]([CH3:22])[c:23]1[cH:24][cH:25][cH:26][c:27]2[cH:28][cH:29][cH:30][cH:31][c:32]12)=[O:33].[CH3:34][O:35][C:36](=[O:37])[c:38]1[cH:39][cH:40][c:41]([C:42](=[O:43])[OH:44])[cH:45][cH:46]1.[O:57]=[CH:58][N:59]([CH3:60])[CH3:61].[OH:47][n:48]1[c:49]2[c:50]([cH:51][cH:52][cH:53][cH:54]2)[n:55][n:56]1>>[C:1]([CH3:2])([CH3:3])([CH3:4])[O:5][C:6]([N:7]([CH2:8][CH:9]1[CH:10]([c:15]2[cH:16][cH:17][cH:18][cH:19][cH:20]2)[CH2:11][N:12]([C:42]([c:41]2[cH:40][cH:39][c:38]([C:36]([O:35][CH3:34])=[O:37])[cH:46][cH:45]2)=[O:43])[CH2:13][CH2:14]1)[CH:21]([CH3:22])[c:23]1[cH:24][cH:25][cH:26][c:27]2[cH:28][cH:29][cH:30][cH:31][c:32]12)=[O:33]. The reactants are Cl, [NH4+], [OH-], c1ccncc1, COc1ccc2c(Nc3ccc4cn[nH]c4c3)c(C#N)cnc2c1. The product is N#Cc1cnc2cc(O)ccc2c1Nc1ccc2cn[nH]c2c1. As a reaction SMILES: [ClH:25].[NH4+:33].[OH-:32].[n:26]1[cH:27][cH:28][cH:29][cH:30][cH:31]1.[nH:1]1[n:2][cH:3][c:4]2[cH:5][cH:6][c:7]([NH:10][c:11]3[c:12]([C:23]#[N:24])[cH:13][n:14][c:15]4[cH:16][c:17]([O:21][CH3:22])[cH:18][cH:19][c:20]34)[cH:8][c:9]12>>[nH:1]1[n:2][cH:3][c:4]2[cH:5][cH:6][c:7]([NH:10][c:11]3[c:12]([C:23]#[N:24])[cH:13][n:14][c:15]4[cH:16][c:17]([OH:21])[cH:18][cH:19][c:20]34)[cH:8][c:9]12.